Dataset: the Open Reaction Database (ORD), a public repository of structured organic reaction records. Task: describe an organic reaction: reactants, conditions, products, and yield The reactants are CN1C(=C(C2=CC(=CC=C12)Cl)C1=CC=CC=C1)N=C=O (1-Methyl-2-isocyanato-3-phenyl-5-chloroindole). Solvent: CN(C=O)C (Dimethylformamide). Yields the product CN1C=2C=CC(=CC2C2=C1NC(C1=CC=CC=C21)=O)Cl (7-methyl-10-chloro-7H-indolo(2,3-c)isoquinolin-5(6H)-one). Yield: 83.3%. As a reaction SMILES: [CH3:1][N:2]1[C:10]2[C:5](=[CH:6][C:7]([Cl:11])=[CH:8][CH:9]=2)[C:4]([C:12]2[CH:17]=[CH:16][CH:15]=[CH:14][CH:13]=2)=[C:3]1[N:18]=[C:19]=[O:20]>CN(C)C=O>[CH3:1][N:2]1[C:3]2[NH:18][C:19](=[O:20])[C:17]3[C:12]([C:4]=2[C:5]2[CH:6]=[C:7]([Cl:11])[CH:8]=[CH:9][C:10]1=2)=[CH:13][CH:14]=[CH:15][CH:16]=3. Procedure: 1-Methyl-2-isocyanato-3-phenyl-5-chloroindole (3.0 g) is heated at 100°-120° C. in an oil bath for 4 hours. Dimethylformamide (10 ml) is added to the reaction mixture and then refluxed for 30 minutes. After cooling, precipitates are separated by filtration and washed with ethanol to give 2.5 g of 7-methyl-10-chloro-7H-indolo(2,3-c)isoquinolin-5(6H)-one, melting point>300° C. Reactants: CN(C=O)C (dimethylformamide), C(CC(=O)OCC)(=O)OCC (diethyl malonate), [H-].[Na+] (sodium hydride), ClCN(C)N1C=C(C(C2=CC(=C(C(=C12)F)F)F)=O)C(=O)OCC (ethyl 1-[N-(chloromethyl)-N-methylamino]-6,7,8-trifluoro-1,4-dihydro-4-oxoquinoline-3-carboxylate). The solvent is O (water), C(C)(=O)OCC (ethyl acetate). Yields the product FC=1C=C2C(C(=CN(C2=C(C1F)F)N(CC(C(=O)OCC)C(=O)OCC)C)C(=O)OCC)=O (ethyl 6,7,8-trifluoro-1-[N-methyl-N-{2,2-bis(ethoxycarbonyl)ethyl}amino]-1,4-dihydro-4-oxoquinoline-3-carboxylate). Reaction SMILES: CN(C)C=O.[C:6]([O:14][CH2:15][CH3:16])(=[O:13])[CH2:7][C:8]([O:10][CH2:11][CH3:12])=[O:9].[H-].[Na+].Cl[CH2:20][N:21]([N:23]1[C:32]2[C:27](=[CH:28][C:29]([F:35])=[C:30]([F:34])[C:31]=2[F:33])[C:26](=[O:36])[C:25]([C:37]([O:39][CH2:40][CH3:41])=[O:38])=[CH:24]1)[CH3:22]>O.C(OCC)(=O)C>[F:35][C:29]1[CH:28]=[C:27]2[C:32](=[C:31]([F:33])[C:30]=1[F:34])[N:23]([N:21]([CH3:20])[CH2:22][CH:7]([C:8]([O:10][CH2:11][CH3:12])=[O:9])[C:6]([O:14][CH2:15][CH3:16])=[O:13])[CH:24]=[C:25]([C:37]([O:39][CH2:40][CH3:41])=[O:38])[C:26]2=[O:36] |f:2.3|. Procedure details: To dimethylformamide (1.5 ml) solution of diethyl malonate (47.8 μl), was added sodium hydride (24.4 mg) with stirring under ice-cooling, and the mixture was stirred for 20 minutes with ice-cooling. To the solution was added ethyl 1-[N-(chloromethyl)-N-methylamino]-6,7,8-trifluoro-1,4-dihydro-4-oxoquinoline-3-carboxylate (100 mg) with stirring under ice-cooling, and the mixture was stirred for 30 minutes at the same temperature. The reaction solution was added to a mixed solution comprising ethy...